The task is: describe an organic reaction: reactants, conditions, products, and yield. This data is from the Open Reaction Database (ORD), a public repository of structured organic reaction records. Reactants: ClC1=NC2=CC=C(C(=C2C=C1)NC(CC1CCCCC1)=O)Cl (N-(2,6-dichloro-5-quinolinyl)-cyclohexaneacetamide), Example 1 ( a ), NC[C@H](CO)O (3-amino-(2R)-1,2-propanediol). The product is ClC=1C(=C2C=CC(=NC2=CC1)NC[C@H](CO)O)NC(CC1CCCCC1)=O (N-[6-Chloro-2-[[(2R)-2,3-dihydroxypropyl]amino]-5-quinolinyl]-cyclohexaneacetamide). The yield is 8.6%. Reaction SMILES: Cl[C:2]1[CH:11]=[CH:10][C:9]2[C:4](=[CH:5][CH:6]=[C:7]([Cl:22])[C:8]=2[NH:12][C:13](=[O:21])[CH2:14][CH:15]2[CH2:20][CH2:19][CH2:18][CH2:17][CH2:16]2)[N:3]=1.[NH2:23][CH2:24][C@@H:25]([OH:28])[CH2:26][OH:27]>>[Cl:22][C:7]1[C:8]([NH:12][C:13](=[O:21])[CH2:14][CH:15]2[CH2:20][CH2:19][CH2:18][CH2:17][CH2:16]2)=[C:9]2[C:4](=[CH:5][CH:6]=1)[N:3]=[C:2]([NH:23][CH2:24][C@@H:25]([OH:28])[CH2:26][OH:27])[CH:11]=[CH:10]2. Reported procedure: Prepared according to the method of example 2, using N-(2,6-dichloro-5-quinolinyl)-cyclohexaneacetamide (Example 1 (a)) (200 mg) and 3-amino-(2R)-1,2-propanediol (655 mg). Purification (SiO2, dichloromethane:methanol 9:1 as eluant) gave the title compound (20 mg). Procedure: 500 mg of ethyl 2-[2-amino-4-(isoindoline-2-carbonyl)quinazolin-6-yl]-2-(3,3-difluoropropyl)-5,5-difluoropentanoate are dissolved in 7 ml of tetrahydrofuran, and 5 ml of 2N sodium hydroxide solution are added. The mixture is stirred at 50° C. for 4 h and subsequently evaporated in vacuo. The mixture is then adjusted to pH2 using 3 ml of 25% hydrochloric acid with ice-cooling, with yellow crystals precipitating. The precipitate obtained is filtered off and dried in vacuo. Yield: 170 mg (36%) of 2... Reaction conditions: temperature 50 celsius, time 4 hour. RXN SMILES: [NH2:1][C:2]1[N:11]=[C:10]([C:12]([N:14]2[CH2:22][C:21]3[C:16](=[CH:17][CH:18]=[CH:19][CH:20]=3)[CH2:15]2)=[O:13])[C:9]2[C:4](=[CH:5][CH:6]=[C:7]([C:23]([CH2:34][CH2:35][CH:36]([F:38])[F:37])([CH2:29][CH2:30][CH:31]([F:33])[F:32])[C:24]([O:26]CC)=[O:25])[CH:8]=2)[N:3]=1.[OH-].[Na+]>O1CCCC1>[NH2:1][C:2]1[N:11]=[C:10]([C:12]([N:14]2[CH2:22][C:21]3[C:16](=[CH:17][CH:18]=[CH:19][CH:20]=3)[CH2:15]2)=[O:13])[C:9]2[C:4](=[CH:5][CH:6]=[C:7]([C:23]([CH2:29][CH2:30][CH:31]([F:33])[F:32])([CH2:34][CH2:35][CH:36]([F:37])[F:38])[C:24]([OH:26])=[O:25])[CH:8]=2)[N:3]=1 |f:1.2|. Reactants: NC1=NC2=CC=C(C=C2C(=N1)C(=O)N1CC2=CC=CC=C2C1)C(C(=O)OCC)(CCC(F)F)CCC(F)F (ethyl 2-[2-amino-4-(isoindoline-2-carbonyl)quinazolin-6-yl]-2-(3,3-difluoropropyl)-5,5-difluoropentanoate), [OH-].[Na+] (sodium hydroxide). Solvent: O1CCCC1 (tetrahydrofuran). The product is NC1=NC2=CC=C(C=C2C(=N1)C(=O)N1CC2=CC=CC=C2C1)C(C(=O)O)(CCC(F)F)CCC(F)F (2-[2-Amino-4-(isoindoline-2-carbonyl)quinazolin-6-yl]-2-(3,3-difluoropropyl)-5,5-difluoropentanoic acid). As a reaction SMILES: [CH3:1][O:2][C:3]1[CH:4]=[C:5]([C:11]#[C:12][C:13]2[C:21]3[C:16](=[N:17][CH:18]=[N:19][C:20]=3[NH2:22])[N:15]([CH2:23][CH:24]3[CH2:29][CH2:28][NH:27][CH2:26][CH2:25]3)[N:14]=2)[CH:6]=[C:7]([O:9][CH3:10])[CH:8]=1.NC1N=CN=C2N([CH2:52][CH:53]3C[CH2:57][N:56]([C:59](=O)C=C)[CH2:55][CH2:54]3)N=C(C#CC3C=C(OC)C=C(OC)C=3)C=12.C[O:64]C1C=C(C#CC2C3C(=NC=NC=3N)N([C@H]3CCNC3)N=2)C=C(OC)C=1>>[NH2:22][C:20]1[N:19]=[CH:18][N:17]=[C:16]2[N:15]([CH2:23][CH:24]3[CH2:29][CH2:28][N:27]([C:52](=[O:64])[CH:53]=[CH:54][CH2:55][N:56]([CH3:59])[CH3:57])[CH2:26][CH2:25]3)[N:14]=[C:13]([C:12]#[C:11][C:5]3[CH:6]=[C:7]([O:9][CH3:10])[CH:8]=[C:3]([O:2][CH3:1])[CH:4]=3)[C:21]=12. The reactants are COC=1C=C(C=C(C1)OC)C#CC1=NN(C2=NC=NC(=C21)N)CC2CCNCC2 (3-((3,5-dimethoxyphenyl)ethynyl)-1-(piperidin-4-ylmethyl)-1H-pyrazolo[3,4-d]pyrimidin-4-amine), NC1=C2C(=NC=N1)N(N=C2C#CC2=CC(=CC(=C2)OC)OC)CC2CCN(CC2)C(C=C)=O (1-(4-((4-amino-3-((3,5-dimethoxyphenyl)ethynyl)-1H-pyrazolo[3,4-d]pyrimidin-1-yl)methyl)piperidin-1-yl)prop-2-en-1-one), COC=1C=C(C=C(C1)OC)C#CC1=NN(C2=NC=NC(=C21)N)[C@@H]2CNCC2 ((S)-3-((3,5-dimethoxyphenyl)ethynyl)-1-(pyrrolidin-3-yl)-1H-pyrazolo[3,4-d]pyrimidin-4-amine). Procedure details: In accordance with Example 4, except that 3-((3,5-dimethoxyphenyl)ethynyl)-1-(piperidin-4-ylmethyl)-1H-pyrazolo[3,4-d]pyrimidin-4-amine (i.e., the intermediate obtained in Example 33) was used in place of (S)-3-((3,5-dimethoxyphenyl)ethynyl)-1-(pyrrolidin-3-yl)-1H-pyrazolo[3,4-d]pyrimidin-4-amine, the title compound was obtained as a light-yellow, amorphous substance. Table 1 shows the physical properties thereof. Product: NC1=C2C(=NC=N1)N(N=C2C#CC2=CC(=CC(=C2)OC)OC)CC2CCN(CC2)C(C=CCN(C)C)=O (1-(4-((4-amino-3-((3,5-dimethoxyphenyl)ethynyl)-1H-pyrazolo[3,4-d]pyrimidin-1-yl)methyl)piperidin-1-yl)-4-(dimethylamino)but-2-en-1-one).